From a dataset of the Open Reaction Database (ORD), a public repository of structured organic reaction records. describe an organic reaction: reactants, conditions, products, and yield Reactants: CCOP(=O)(OCC)C(F)=CC1COC(C)(C)N1C(=O)OC(C)(C)C, CCCCCCCCc1ccc(-c2cnc(C(C)(COP(=O)(OC(C)(C)C)OC(C)(C)C)NC(=O)OC(C)(C)C)[nH]2)cc1, CCO. Product: CCOP(=O)(OCC)C(F)=CC(CO)NC(=O)OC(C)(C)C. RXN SMILES: [C:1]([CH3:2])([CH3:3])([CH3:4])[O:5][C:6](=[O:7])[N:8]1[C:9]([CH3:24])([CH3:25])[O:10][CH2:11][CH:12]1[CH:13]=[C:14]([F:15])[P:16](=[O:17])([O:18][CH2:19][CH3:20])[O:21][CH2:22][CH3:23].[C:26]([O:27][C:28](=[O:29])[NH:30][C:31]([CH3:32])([c:33]1[nH:34][c:35](-[c:36]2[cH:37][cH:38][c:39]([CH2:40][CH2:41][CH2:42][CH2:43][CH2:44][CH2:45][CH2:46][CH3:47])[cH:48][cH:49]2)[cH:50][n:51]1)[CH2:52][O:53][P:54]([O:55][C:56]([CH3:57])([CH3:58])[CH3:59])([O:60][C:61]([CH3:62])([CH3:63])[CH3:64])=[O:65])([CH3:66])([CH3:67])[CH3:68].[CH3:69][CH2:70][OH:71]>>[C:1]([CH3:2])([CH3:3])([CH3:4])[O:5][C:6](=[O:7])[NH:8][CH:12]([CH2:11][OH:10])[CH:13]=[C:14]([F:15])[P:16](=[O:17])([O:18][CH2:19][CH3:20])[O:21][CH2:22][CH3:23]. Starting materials: C, N#CC(c1ccccc1)(c1ccccc1)C1CCN(Cc2ccccc2)C1, CCO, Cl, [H][H], [Pd]. Product: N#CC(c1ccccc1)(c1ccccc1)C1CCNC1. Reaction SMILES: [C:31].[CH2:1]([c:2]1[cH:3][cH:4][cH:5][cH:6][cH:7]1)[N:8]1[CH2:9][CH:10]([C:13]([c:14]2[cH:15][cH:16][cH:17][cH:18][cH:19]2)([c:20]2[cH:21][cH:22][cH:23][cH:24][cH:25]2)[C:26]#[N:27])[CH2:11][CH2:12]1.[CH3:33][CH2:34][OH:35].[ClH:28].[H:29][H:30].[Pd:32]>>[NH:8]1[CH2:9][CH:10]([C:13]([c:14]2[cH:15][cH:16][cH:17][cH:18][cH:19]2)([c:20]2[cH:21][cH:22][cH:23][cH:24][cH:25]2)[C:26]#[N:27])[CH2:11][CH2:12]1. Reactants: Cl.N[C@H]1CC[C@H](CC1)NC(=O)C1=C(NC2=C1N=CN=C2C2=C(C=C(C=C2)F)OCC2CC2)C (N-(cis-4-aminocyclohexyl)-4-[2-(cyclopropylmethoxy)-4-fluorophenyl]-6-methyl-5H-pyrrolo[3,2-d]pyrimidine-7-carboxamide hydrochloride), C(C)(=O)OCC(=O)Cl (2-chloro-2-oxoethyl acetate). Product: C1(CC1)COC1=C(C=CC(=C1)F)C=1C2=C(N=CN1)C(=C(N2)C)C(=O)N[C@@H]2CC[C@@H](CC2)NC(CO)=O (4-[2-(cyclopropylmethoxy)-4-fluorophenyl]-N-[cis-4-(glycoloylamino)cyclohexyl]-6-methyl-5H-pyrrolo[3,2-d]pyrimidine-7-carboxamide). RXN SMILES: Cl.[NH2:2][C@@H:3]1[CH2:8][CH2:7][C@H:6]([NH:9][C:10]([C:12]2[C:16]3[N:17]=[CH:18][N:19]=[C:20]([C:21]4[CH:26]=[CH:25][C:24]([F:27])=[CH:23][C:22]=4[O:28][CH2:29][CH:30]4[CH2:32][CH2:31]4)[C:15]=3[NH:14][C:13]=2[CH3:33])=[O:11])[CH2:5][CH2:4]1.C([O:37][CH2:38][C:39](Cl)=[O:40])(=O)C>>[CH:30]1([CH2:29][O:28][C:22]2[CH:23]=[C:24]([F:27])[CH:25]=[CH:26][C:21]=2[C:20]2[C:15]3[NH:14][C:13]([CH3:33])=[C:12]([C:10]([NH:9][C@H:6]4[CH2:7][CH2:8][C@@H:3]([NH:2][C:38](=[O:37])[CH2:39][OH:40])[CH2:4][CH2:5]4)=[O:11])[C:16]=3[N:17]=[CH:18][N:19]=2)[CH2:31][CH2:32]1 |f:0.1|. Reported procedure: Starting from N-(cis-4-aminocyclohexyl)-4-[2-(cyclopropylmethoxy)-4-fluorophenyl]-6-methyl-5H-pyrrolo[3,2-d]pyrimidine-7-carboxamide hydrochloride (example D.f8) and commercially available 2-chloro-2-oxoethyl acetate the title compound is obtained as colorless solid. Reactants: CC(C)OC(=O)Cl, Nc1ccc(-c2ccc(S(=O)(=O)N3C(C(=O)O)CC4CCCC43)cc2)cc1, CN(C)C=O, c1ccncc1. Yields the product CC(C)OC(=O)Nc1ccc(-c2ccc(S(=O)(=O)N3C(C(=O)O)CC4CCCC43)cc2)cc1. As a reaction SMILES: [Cl:34][C:35](=[O:36])[O:37][CH:38]([CH3:39])[CH3:40].[NH2:1][c:2]1[cH:3][cH:4][c:5](-[c:8]2[cH:9][cH:10][c:11]([S:14](=[O:15])(=[O:16])[N:17]3[CH:18]4[CH:19]([CH2:20][CH:21]3[C:22](=[O:23])[OH:24])[CH2:25][CH2:26][CH2:27]4)[cH:12][cH:13]2)[cH:6][cH:7]1.[O:41]=[CH:42][N:43]([CH3:44])[CH3:45].[cH:28]1[cH:29][cH:30][n:31][cH:32][cH:33]1>>[NH:1]([c:2]1[cH:3][cH:4][c:5](-[c:8]2[cH:9][cH:10][c:11]([S:14](=[O:15])(=[O:16])[N:17]3[CH:18]4[CH:19]([CH2:20][CH:21]3[C:22](=[O:23])[OH:24])[CH2:25][CH2:26][CH2:27]4)[cH:12][cH:13]2)[cH:6][cH:7]1)[C:35](=[O:36])[O:37][CH:38]([CH3:39])[CH3:40]. Reported procedure: 2.05 g 2-Trifluoromethylthiophene in 20 mL diethylether are treated with 8.2 mL of a 1.6 M solution of n-butyllithium in hexane at -70° C. After 30 minutes the mixture is warmed to -40° C. and added dropwise to a solution of 2,4-dichloro-6-methoxypyrimidine in 20 mL of ether, which is kept at 0° C. The mixture is allowed to reach room temperature, is washed with water and 0.24 g of the product are isolated as an oil after flash chromatography. The reactants are ClC1=NC(=CC(=N1)Cl)OC (2,4-dichloro-6-methoxypyrimidine), FC(C=1SC=CC1)(F)F (2-Trifluoromethylthiophene), solution, C(CCC)[Li] (n-butyllithium). Run at temperature -40 celsius. As a reaction SMILES: [F:1][C:2]([F:9])([F:8])[C:3]1[S:4][CH:5]=[CH:6][CH:7]=1.C([Li])CCC.Cl[C:16]1[N:21]=[C:20]([Cl:22])[CH:19]=[C:18]([O:23][CH3:24])[N:17]=1>C(OCC)C.CCCCCC>[Cl:22][C:20]1[CH:19]=[C:18]([O:23][CH3:24])[N:17]=[C:16]([C:5]2[S:4][C:3]([C:2]([F:9])([F:8])[F:1])=[CH:7][CH:6]=2)[N:21]=1. Run in CCOCC (ether), C(C)OCC (diethylether), CCCCCC (hexane). Yields the product ClC1=NC(=NC(=C1)OC)C=1SC(=CC1)C(F)(F)F (4-Chloro-6-methoxy-2-(5-trifluoromethyl-2-thienyl)pyrimidine). Starting materials: S1C(=NC2=C1C=CC=C2)SCC(=O)O (2-(benzo[d]thiazol-2-ylthio)acetic acid), COC=1C=C2CCCNC2=CC1 (6-methoxy-1,2,3,4-tetrahydroquinoline). Yields the product S1C(=NC2=C1C=CC=C2)SCC(=O)N2CCCC1=CC(=CC=C21)OC (2-(Benzo[d]thiazol-2-ylthio)-1-(6-methoxy-3,4-dihydroquinolin-1(2H)-yl)ethanone). As a reaction SMILES: [S:1]1[C:5]2[CH:6]=[CH:7][CH:8]=[CH:9][C:4]=2[N:3]=[C:2]1[S:10][CH2:11][C:12]([OH:14])=O.[CH3:15][O:16][C:17]1[CH:18]=[C:19]2[C:24](=[CH:25][CH:26]=1)[NH:23][CH2:22][CH2:21][CH2:20]2>>[S:1]1[C:5]2[CH:6]=[CH:7][CH:8]=[CH:9][C:4]=2[N:3]=[C:2]1[S:10][CH2:11][C:12]([N:23]1[C:24]2[C:19](=[CH:18][C:17]([O:16][CH3:15])=[CH:26][CH:25]=2)[CH2:20][CH2:21][CH2:22]1)=[O:14]. Reported procedure: The title compound was synthesized according to General Procedure B using 2-(benzo[d]thiazol-2-ylthio)acetic acid and 6-methoxy-1,2,3,4-tetrahydroquinoline to yield 39 (245 mg, 1.5 mmol). MS (APCI): m/z 371 [M+H]+. Anal. Calcd. for C19H18N2O2S2: C, 61.60; H, 4.90; N, 7.56. Found: C, 61.49; H, 4.87; N, 7.59. Reactants: C(C1=CC=CC=C1)OC[C@@H](CO[Si](C)(C)C(C)(C)C)NC1=C(C=NC2=CC=CC=C12)[N+](=O)[O-] (N-[(1S)-2-(Benzyloxy)-1-({[tert-butyl(dimethyl)silyl]oxy}methyl)ethyl]-3-nitroquinolin-4-amine). The reagents and catalysts are [Pt] (Platinum on carbon). Solvent: C(C)#N (acetonitrile). Conditions: time 5.5 hour. Yields the product C(C1=CC=CC=C1)OC[C@@H](CO[Si](C)(C)C(C)(C)C)NC1=C(C=NC2=CC=CC=C12)N (N4-[(1S)-2-(benzyloxy)-1-({[tert-butyl(dimethyl)silyl]oxy}methyl)ethyl]quinoline-3,4-diamine). Isolated yield 97.8%. As a reaction SMILES: [CH2:1]([O:8][CH2:9][C@H:10]([NH:20][C:21]1[C:30]2[C:25](=[CH:26][CH:27]=[CH:28][CH:29]=2)[N:24]=[CH:23][C:22]=1[N+:31]([O-])=O)[CH2:11][O:12][Si:13]([C:16]([CH3:19])([CH3:18])[CH3:17])([CH3:15])[CH3:14])[C:2]1[CH:7]=[CH:6][CH:5]=[CH:4][CH:3]=1>C(#N)C.[Pt]>[CH2:1]([O:8][CH2:9][C@H:10]([NH:20][C:21]1[C:30]2[C:25](=[CH:26][CH:27]=[CH:28][CH:29]=2)[N:24]=[CH:23][C:22]=1[NH2:31])[CH2:11][O:12][Si:13]([C:16]([CH3:19])([CH3:18])[CH3:17])([CH3:15])[CH3:14])[C:2]1[CH:7]=[CH:6][CH:5]=[CH:4][CH:3]=1. Procedure: N-[(1S)-2-(Benzyloxy)-1-({[tert-butyl(dimethyl)silyl]oxy}methyl)ethyl]-3-nitroquinolin-4-amine (1.81 g, 3.88 mmol) was dissolved in 30 mL of acetonitrile and the solution was placed in a pressure bottle. Platinum on carbon (5%, 180 mg) was then added and the reaction mixture was shaken under H2 at 50 PSI (3.4×105 Pa). After 5.5 hours, the reaction mixture was filtered through a pad of CELITE filter agent. The pad was rinsed with acetonitrile and the combined filtrates were concentrated under red...